From a dataset of the Open Reaction Database (ORD), a public repository of structured organic reaction records. describe an organic reaction: reactants, conditions, products, and yield Starting materials: C(C)(=O)N1C(O[C@@H]2CC=C[C@@H]2C1)=O (cis-4-acetyl-2-oxa-4-aza-bicyclo-[4.3.0]non-7-en-3-one). The reagents and catalysts are [Pt](=O)=O (platinum dioxide). The solvent is CO (methanol). The product is C(C)(=O)N1C(O[C@@H]2CCC[C@@H]2C1)=O (cis-4-acetyl-2-oxa-4-aza-bicyclo[4.3.0]nonan-3-one). The yield is 99.9%. As a reaction SMILES: [C:1]([N:4]1[CH2:12][C@@H:11]2[C@@H:7]([CH2:8][CH:9]=[CH:10]2)[O:6][C:5]1=[O:13])(=[O:3])[CH3:2]>CO.[Pt](=O)=O>[C:1]([N:4]1[CH2:12][C@@H:11]2[C@@H:7]([CH2:8][CH2:9][CH2:10]2)[O:6][C:5]1=[O:13])(=[O:3])[CH3:2]. Procedure: 181 g (1.0 mol) of cis-4-acetyl-2-oxa-4-aza-bicyclo-[4.3.0]non-7-en-3-one, in 1,000 ml of methanol, are hydrogenated at 25° C. under normal pressure in the presence of platinum dioxide. After the catalyst has been filtered off, the reaction solution is freed from the solvent by distillation. Distillation of the residue gives 183 g (100% of theory) of cis-4-acetyl-2-oxa-4-aza-bicyclo[4.3.0]nonan-3-one (melting point: 80°-83° C.; from methanol). Starting materials: COC1=CC=CC2=C1CC1=CC=CC=C1C21CCN(CC1)C (4-Methoxy-1'-methyl-9,10-dihydroanthracene-9-spiro-4'-piperidine), N#CBr (cyanogen bromide). Solvent: C(Cl)Cl (methylene chloride). Yields the product C(#N)N1CCC2(CC1)C1=CC=CC=C1CC=1C(=CC=CC12)OC (1'-cyano-4-methoxy-9,10-dihydroanthracene-9-spiro-4'-piperidine). Reaction SMILES: [CH3:1][O:2][C:3]1[C:8]2[CH2:9][C:10]3[C:15]([C:16]4([CH2:21][CH2:20][N:19]([CH3:22])[CH2:18][CH2:17]4)[C:7]=2[CH:6]=[CH:5][CH:4]=1)=[CH:14][CH:13]=[CH:12][CH:11]=3.[N:23]#CBr>C(Cl)Cl>[C:22]([N:19]1[CH2:20][CH2:21][C:16]2([C:7]3[CH:6]=[CH:5][CH:4]=[C:3]([O:2][CH3:1])[C:8]=3[CH2:9][C:10]3[C:15]2=[CH:14][CH:13]=[CH:12][CH:11]=3)[CH2:17][CH2:18]1)#[N:23]. Procedure details: 4-Methoxy-1'-methyl-9,10-dihydroanthracene-9-spiro-4'-piperidine (12.6 g.) and cyanogen bromide (5.6 g.) in methylene chloride (250 ml.) are stirred at room temperature for 18 hours. The reaction mixture is evaporated to dryness, and the residue is taken up in chloroform, the solution washed with water and with brine, dried (MgSO4), and evaporated to give a brown oil which is chromatographed rapidly on silica gel. Elution with ethyl acetate affords pure 1'-cyano-4-methoxy-9,10-dihydroanthracene-...